Dataset: the Open Reaction Database (ORD), a public repository of structured organic reaction records. Task: describe an organic reaction: reactants, conditions, products, and yield Reactants: CCCCC1(C(O)c2ccc(N([Si](C)(C)C)[Si](C)(C)C)c(Cl)c2)CCCN1C(=O)OC(C)(C)C, CC(=O)OI1(OC(C)=O)(OC(C)=O)OC(=O)c2ccccc21, ClCCl. Yields the product CCCCC1(C(=O)c2ccc(N([Si](C)(C)C)[Si](C)(C)C)c(Cl)c2)CCCN1C(=O)OC(C)(C)C. Reaction SMILES: [C:1]([CH3:2])([CH3:3])([CH3:4])[O:5][C:6](=[O:7])[N:8]1[C:9]([CH:13]([OH:14])[c:15]2[cH:16][c:17]([Cl:30])[c:18]([N:21]([Si:22]([CH3:23])([CH3:24])[CH3:25])[Si:26]([CH3:27])([CH3:28])[CH3:29])[cH:19][cH:20]2)([CH2:31][CH2:32][CH2:33][CH3:34])[CH2:10][CH2:11][CH2:12]1.[CH3:35][C:36]([O:37][I:38]1([O:48][C:49]([CH3:50])=[O:51])([O:52][C:53]([CH3:54])=[O:55])[c:39]2[c:40]([cH:41][cH:42][cH:43][cH:44]2)[C:45](=[O:46])[O:47]1)=[O:56].[Cl:57][CH2:58][Cl:59]>>[C:1]([CH3:2])([CH3:3])([CH3:4])[O:5][C:6](=[O:7])[N:8]1[C:9]([C:13](=[O:14])[c:15]2[cH:16][c:17]([Cl:30])[c:18]([N:21]([Si:22]([CH3:23])([CH3:24])[CH3:25])[Si:26]([CH3:27])([CH3:28])[CH3:29])[cH:19][cH:20]2)([CH2:31][CH2:32][CH2:33][CH3:34])[CH2:10][CH2:11][CH2:12]1. Starting materials: ClC=1C=C(C=CC1)NC1=NC=CC(=N1)C1=CC(=NC=C1)Cl ((3-chloro-phenyl)-[4-(2-chloro-pyridin-4-yl)-pyrimidin-2-yl]-amine), CC(C)(C)[O-].[Na+] (NaOtBu), CC1CC(NC1)=O (4-methylpyrrolidin-2one). The reagents and catalysts are C1=CC=C(C=C1)P([C-]2C=CC=C2)C3=CC=CC=C3.C1=CC=C(C=C1)P([C-]2C=CC=C2)C3=CC=CC=C3.[Fe+2] (dppf), CC(=O)[O-].CC(=O)[O-].[Pd+2] (Pd(OAc)2). The solvent is O1CCOCC1 (dioxane). Reaction conditions: temperature 120 celsius. The product is ClC=1C=C(C=CC1)NC1=NC=CC(=N1)C1=CC(=NC=C1)N1C(CCC1C)=O (1-{4-[2-(3-Chloro-phenylamino)-pyrimidin-4-yl]-pyridin-2-yl}-5-methyl-pyrrolidin-2-one). RXN SMILES: [Cl:1][C:2]1[CH:3]=[C:4]([NH:8][C:9]2[N:14]=[C:13]([C:15]3[CH:20]=[CH:19][N:18]=[C:17](Cl)[CH:16]=3)[CH:12]=[CH:11][N:10]=2)[CH:5]=[CH:6][CH:7]=1.[CH3:22]C([O-])(C)C.[Na+].C[CH:29]1[CH2:33][NH:32][C:31](=[O:34])[CH2:30]1>C1C=CC(P(C2C=CC=CC=2)[C-]2C=CC=C2)=CC=1.C1C=CC(P(C2C=CC=CC=2)[C-]2C=CC=C2)=CC=1.[Fe+2].CC([O-])=O.CC([O-])=O.[Pd+2].O1CCOCC1>[Cl:1][C:2]1[CH:3]=[C:4]([NH:8][C:9]2[N:14]=[C:13]([C:15]3[CH:20]=[CH:19][N:18]=[C:17]([N:32]4[CH:33]([CH3:22])[CH2:29][CH2:30][C:31]4=[O:34])[CH:16]=3)[CH:12]=[CH:11][N:10]=2)[CH:5]=[CH:6][CH:7]=1 |f:1.2,4.5.6,7.8.9|. Procedure: In a Schlenk tube (3-chloro-phenyl)-[4-(2-chloro-pyridin-4-yl)-pyrimidin-2-yl]-amine (0.95 g), NaOtBu (0.29 g), dppf (0.1 g), Pd(OAc)2 (0.01 g) and 4-methylpyrrolidin-2one (0.2 g) are added: Three consecutive cycles of vacuum/argon are applied. Thereafter, 10 ml of degassed dioxane is added and the solution is heated to 120° C. (external temperature) for 8 hours. The solvent is removed under vacuum and the crude product is purified over column chromatography (eluent; EE/MeOH=9/1) yielding the ti... Starting materials: O (water), C(Cl)(Cl)Cl (chloroform), ClC=1C=C(C=CC1Cl)C1(SC(=C(C1O)C(=O)C)Cl)Cl (2-(3,4-dichlorophenyl)-3-hydroxy-4-methylcarbonyl-2,5-dichlorothiophene), C(Cl)(Cl)Cl (chloroform), S(=O)(=O)(Cl)Cl (sulfuryl chloride). Run in CC(C)O (2-propanol). Reaction conditions: temperature -20 celsius, time 1 hour. Yields the product ClC=1C=C(C=CC1Cl)C=1SC=C(C1O)C(=O)C (2-(3,4-Dichlorophenyl)-3-hydroxy-4-methylcarbonyl thiophene). Isolated yield 77.8%. RXN SMILES: C(Cl)(Cl)Cl.[Cl:5][C:6]1[CH:7]=[C:8]([C:13]2(Cl)[CH:17]([OH:18])[C:16]([C:19]([CH3:21])=[O:20])=[C:15](Cl)[S:14]2)[CH:9]=[CH:10][C:11]=1[Cl:12].S(Cl)(Cl)(=O)=O.O>CC(O)C>[Cl:5][C:6]1[CH:7]=[C:8]([C:13]2[S:14][CH:15]=[C:16]([C:19]([CH3:21])=[O:20])[C:17]=2[OH:18])[CH:9]=[CH:10][C:11]=1[Cl:12]. Procedure details: A chloroform (967 mL) solution of 2-(3,4-dichlorophenyl)-3-hydroxy-4-methylcarbonyl-2,5-dichlorothiophene (96.7 g, 221 mmol, purity: 63%) was cooled to −18° C., and to this solution, a chloroform (193 mL) solution of sulfuryl chloride (19.5 mL, 1.15 equivalent amounts) was dropwise added over a period of 20 minutes, followed by stirring at −20° C. for 1 hour. The temperature of the solution was raised to 0° C., and water (193 mL) was dropwise added over a period of 5 minutes, followed by liquid ... The reactants are FC1CNCC1CNC1CC1, O=C(O)c1cn(C2CC2F)c2cc(F)c(F)cc2c1=O. Product: O=C(O)c1cn(C2CC2F)c2cc(N3CC(F)C(CNC4CC4)C3)c(F)cc2c1=O. As a reaction SMILES: [CH:21]1([NH:24][CH2:25][CH:26]2[CH2:27][NH:28][CH2:29][CH:30]2[F:31])[CH2:22][CH2:23]1.[F:1][c:2]1[cH:3][c:4]2[c:5](=[O:20])[c:6]([C:17](=[O:18])[OH:19])[cH:7][n:8]([CH:13]3[CH:14]([F:16])[CH2:15]3)[c:9]2[cH:10][c:11]1[F:12]>>[F:1][c:2]1[cH:3][c:4]2[c:5](=[O:20])[c:6]([C:17](=[O:18])[OH:19])[cH:7][n:8]([CH:13]3[CH:14]([F:16])[CH2:15]3)[c:9]2[cH:10][c:11]1[N:28]1[CH2:27][CH:26]([CH2:25][NH:24][CH:21]2[CH2:22][CH2:23]2)[CH:30]([F:31])[CH2:29]1. Reactants: C([C@@H](O)C)(=O)OCC1=CC=CC=C1 (benzyl (S)-lactate), N1=CC=CC=C1 (pyridine), ClC(=O)OCCl (chloromethyl chloroformate). Solvent: C(C)OCC (diethyl ether), C(C)OCC (diethyl ether). Conditions: time 5 hour. Yields the product C(O[C@@H](C)C(=O)OCC1=CC=CC=C1)(OCCl)=O ([(1S)-1-(benzyloxycarbonyl)ethyl] chloromethyl carbonate). Yield: 97.2%. As a reaction SMILES: [C:1]([O:6][CH2:7][C:8]1[CH:13]=[CH:12][CH:11]=[CH:10][CH:9]=1)(=[O:5])[C@H:2]([CH3:4])[OH:3].N1C=CC=CC=1.Cl[C:21]([O:23][CH2:24][Cl:25])=[O:22]>C(OCC)C>[C:21](=[O:22])([O:23][CH2:24][Cl:25])[O:3][C@H:2]([C:1]([O:6][CH2:7][C:8]1[CH:13]=[CH:12][CH:11]=[CH:10][CH:9]=1)=[O:5])[CH3:4]. Procedure: To a mixture of benzyl (S)-lactate (30.6 g), pyridine (13.4 g) and diethyl ether (300 ml), a solution of chloromethyl chloroformate (21.9 g) in diethyl ether (100 ml) was added dropwise under ice cooling over the period of 30 minutes. After stirring at room temperature for 5 hours, the resulting solid was removed off by filtration. The filtrate was concentrated under reduced pressure and the residue was dissolved in ethyl acetate (200 ml). The solution was washed with water (100 ml×2) and a satu...